The task is: describe an organic reaction: reactants, conditions, products, and yield. This data is from the Open Reaction Database (ORD), a public repository of structured organic reaction records. Reactants: C(C)C1=C(C(=CC(=C1)C)CC)C=1C(N(N=C(C1SC)C)C)=O (4-(2,6-diethyl-4-methylphenyl)-2,6-dimethyl-5-methylsulfanyl-2,3-dihydro-3-pyridazinone), C(O)([O-])=O.[Na+] (sodium hydrogen carbonate), S(=O)([O-])[O-].[Na+].[Na+] (sodium sulfite), ClC1=CC(=CC=C1)C(=O)OO (Meta-chloroperbenzoic acid). Solvent: C(Cl)(Cl)Cl (chloroform). Conditions: time 4 hour. The product is C(C)C1=C(C(=CC(=C1)C)CC)C=1C(N(N=C(C1S(=O)(=O)C)C)C)=O (4-(2,6-diethyl-4-methylphenyl)-2,6-dimethyl-5-methylsulfonyl-2,3-dihydropyridazine-3-one). As a reaction SMILES: [CH2:1]([C:3]1[CH:8]=[C:7]([CH3:9])[CH:6]=[C:5]([CH2:10][CH3:11])[C:4]=1[C:12]1[C:13](=[O:22])[N:14]([CH3:21])[N:15]=[C:16]([CH3:20])[C:17]=1SC)[CH3:2].[C:23](=O)([O-])O.[Na+].ClC1C=CC=C(C(OO)=O)C=1.[S:39]([O-:42])([O-])=[O:40].[Na+].[Na+]>C(Cl)(Cl)Cl>[CH2:1]([C:3]1[CH:8]=[C:7]([CH3:9])[CH:6]=[C:5]([CH2:10][CH3:11])[C:4]=1[C:12]1[C:13](=[O:22])[N:14]([CH3:21])[N:15]=[C:16]([CH3:20])[C:17]=1[S:39]([CH3:23])(=[O:42])=[O:40])[CH3:2] |f:1.2,4.5.6|. Procedure details: To a 20 ml volume two-necked flask, 4-(2,6-diethyl-4-methylphenyl)-2,6-dimethyl-5-methylsulfanyl-2,3-dihydro-3-pyridazinone ((2-4)-(1)-39) (0.18 g), chloroform (1.0 ml), and sodium hydrogen carbonate (0.20 g) were added thereto under a nitrogen atmosphere. Meta-chloroperbenzoic acid (0.32 g) was added thereto at room temperature, and then the mixture was stirred for 4 hours. After stirring, to the reaction mixture was added saturated aqueous sodium sulfite solution, and extracted with tert-butyl...